From a dataset of the Open Reaction Database (ORD), a public repository of structured organic reaction records. describe an organic reaction: reactants, conditions, products, and yield The reactants are CCNc1nc(C(F)(F)F)ccc1C=CC(=O)O, Cl, Cc1cc(CN)cc(F)c1NS(C)(=O)=O. The product is CCNc1nc(C(F)(F)F)ccc1C=CC(=O)NCc1cc(C)c(NS(C)(=O)=O)c(F)c1. As a reaction SMILES: [CH2:17]([CH3:18])[NH:19][c:20]1[n:21][c:22]([C:31]([F:32])([F:33])[F:34])[cH:23][cH:24][c:25]1[CH:26]=[CH:27][C:28](=[O:29])[OH:30].[ClH:16].[NH2:1][CH2:2][c:3]1[cH:4][c:5]([F:15])[c:6]([NH:10][S:11](=[O:12])(=[O:13])[CH3:14])[c:7]([CH3:9])[cH:8]1>>[NH:1]([CH2:2][c:3]1[cH:4][c:5]([F:15])[c:6]([NH:10][S:11](=[O:12])(=[O:13])[CH3:14])[c:7]([CH3:9])[cH:8]1)[C:28]([CH:27]=[CH:26][c:25]1[c:20]([NH:19][CH2:17][CH3:18])[n:21][c:22]([C:31]([F:32])([F:33])[F:34])[cH:23][cH:24]1)=[O:29].